Dataset: the Open Reaction Database (ORD), a public repository of structured organic reaction records. Task: describe an organic reaction: reactants, conditions, products, and yield The reactants are ice water, C(=O)([O-])[O-].[Cs+].[Cs+] (Cs2CO3), ClC1=C(C#N)C=CC(=C1C)F (2-chloro-4-fluoro-3-methylbenzonitrile), Cl.N[C@@H](C(=O)O)[C@@H](C(F)(F)F)OCC1=CC=CC=C1 ((2R,3S)-2-amino-3-(benzyloxy)-4,4,4-trifluorobutanoic acid hydrochloride salt). The solvent is CS(=O)C (DMSO). Conditions: temperature 80 celsius, time 2 day. The product is C(C1=CC=CC=C1)O[C@@H]([C@H](C(=O)O)NC1=C(C(=C(C=C1)C#N)Cl)C)C(F)(F)F ((2R,3S)-3-(benzyloxy)-2-(3-chloro-4-cyano-2-methylphenylamino)-4,4,4-trifluorobutanoic acid). Isolated yield 21.9%. RXN SMILES: C([O-])([O-])=O.[Cs+].[Cs+].[Cl:7][C:8]1[C:15]([CH3:16])=[C:14](F)[CH:13]=[CH:12][C:9]=1[C:10]#[N:11].Cl.[NH2:19][C@H:20]([C@H:24]([O:29][CH2:30][C:31]1[CH:36]=[CH:35][CH:34]=[CH:33][CH:32]=1)[C:25]([F:28])([F:27])[F:26])[C:21]([OH:23])=[O:22]>CS(C)=O>[CH2:30]([O:29][C@H:24]([C:25]([F:26])([F:28])[F:27])[C@@H:20]([NH:19][C:14]1[CH:13]=[CH:12][C:9]([C:10]#[N:11])=[C:8]([Cl:7])[C:15]=1[CH3:16])[C:21]([OH:23])=[O:22])[C:31]1[CH:32]=[CH:33][CH:34]=[CH:35][CH:36]=1 |f:0.1.2,4.5|. Procedure details: Cs2CO3 (3.5 g, 10.7 mmol) was added to a mixture of 2-chloro-4-fluoro-3-methylbenzonitrile (0.79 g, 4.65 mmol) and (2R,3S)-2-amino-3-(benzyloxy)-4,4,4-trifluorobutanoic acid hydrochloride salt (0.93 g, 3.1 mmol) in DMSO (18 mL) at room temperature. The resulting mixture was heated to 80° C. and stirred for 2 days. After cooling to room temperature, the reaction mixture was poured into ice-water (150 mL) and extracted with 10% EtOAc in hexanes (2×50 mL). The aqueous phase was acidified to pH=2˜3 ... The reactants are C1CCOC1, [Li]CCCC, CCOC(C)=O, CC(C)NC1CCCCC1, Cl, O=C(Cl)c1ccsc1. The product is CCOC(=O)CC(=O)c1ccsc1. RXN SMILES: [CH2:31]1[O:32][CH2:33][CH2:34][CH2:35]1.[CH3:11][CH2:12][CH2:13][CH2:14][Li:15].[CH3:25][CH2:26][O:27][C:28](=[O:29])[CH3:30].[CH:1]([NH:2][CH:3]1[CH2:4][CH2:5][CH2:6][CH2:7][CH2:8]1)([CH3:9])[CH3:10].[ClH:24].[s:16]1[cH:17][c:18]([C:21](=[O:22])[Cl:23])[cH:19][cH:20]1>>[s:16]1[cH:17][c:18]([C:21](=[O:22])[CH2:30][C:28]([O:27][CH2:26][CH3:25])=[O:29])[cH:19][cH:20]1. The reactants are amine, COC=1C=C(C=CC1)C(C)=O (3′-methoxyacetophenone), nitrile, [2H][2H] (hydrogen 2), imine, C(#N)[BH3-].[Na+] (sodium cyanoborohydride), CC(=O)C1=CC(=CC=C1)Cl (3-chloroacetophenone), CC1(CC(C=CC#N)=CC=C1)C1=CC(=CC=C1)Cl (3-methyl-3-(3-chlorophenyl)cinnamonitrile), CC(CCN)C1=CC(=CC=C1)Cl (3-methyl-3-(3-chlorophenyl)propylamine). Reagents/catalysts: CC([O-])C.[Ti+4].CC([O-])C.CC([O-])C.CC([O-])C (titanium(IV) isopropoxide), [OH-].[Pd+2].[OH-] (palladium hydroxide). Solvent: C(C)(=O)O (acetic acid). The product is CC(CCNC(C)C1=CC(=CC=C1)OC)C1=CC(=CC=C1)Cl (N-[3-methyl-3-(3-chlorophenyl)propyl]-1-(3-methoxyphenyl)ethylamine), 4Z/5A. Reaction SMILES: CC(C1C=CC=C(Cl)C=1)=O.CC1(C2C=CC=C(Cl)C=2)C=CC=C(C=CC#N)C1.[2H][2H].[CH3:31][CH:32]([C:36]1[CH:41]=[CH:40][CH:39]=[C:38]([Cl:42])[CH:37]=1)[CH2:33][CH2:34][NH2:35].[CH3:43][O:44][C:45]1[CH:46]=[C:47]([C:51](=O)[CH3:52])[CH:48]=[CH:49][CH:50]=1.C([BH3-])#N.[Na+]>[OH-].[Pd+2].[OH-].CC(C)[O-].[Ti+4].CC(C)[O-].CC(C)[O-].CC(C)[O-].C(O)(=O)C>[CH3:31][CH:32]([C:36]1[CH:41]=[CH:40][CH:39]=[C:38]([Cl:42])[CH:37]=1)[CH2:33][CH2:34][NH:35][CH:51]([C:47]1[CH:48]=[CH:49][CH:50]=[C:45]([O:44][CH3:43])[CH:46]=1)[CH3:52] |f:5.6,7.8.9,10.11.12.13.14|. Procedure: In a similar fashion, 3-chloroacetophenone was used to prepare 3-methyl-3-(3-chlorophenyl)cinnamonitrile. The nitrile was catalytically reduced (palladium hydroxide, acetic acid, 60 p.s.i. hydrogen 2 hr) to generate 3-methyl-3-(3-chlorophenyl)propylamine. An equal molar amount of the amine, 3′-methoxyacetophenone and 1.25 molar equivalents titanium(IV) isopropoxide were mixed 4 hr at rt and the intermediate imine treated with an ethanolic sodium cyanoborohydride (5 ml of 1 M, 5 mmol). Work-up an... Starting materials: Cl.NN1C(=NC=C1)C (1-amino-2-methylimidazole hydrochloride), OC1=C(C=C(C(=O)Cl)C=C1C(C)(C)C)C(C)(C)C (4-hydroxy-3,5-di-tert.-butylbenzoyl chloride), Cl (HCl). The solvent is O (water). The product is OC1=C(C=C(C(=O)NN2C(=NC=C2)C)C=C1C(C)(C)C)C(C)(C)C (1-(4-hydroxy-3,5-di-tert.-butylbenzoylamino)-2-methylimidazole). Reaction SMILES: Cl.[NH2:2][N:3]1[CH:7]=[CH:6][N:5]=[C:4]1[CH3:8].[OH:9][C:10]1[C:18]([C:19]([CH3:22])([CH3:21])[CH3:20])=[CH:17][C:13]([C:14](Cl)=[O:15])=[CH:12][C:11]=1[C:23]([CH3:26])([CH3:25])[CH3:24].Cl>O>[OH:9][C:10]1[C:11]([C:23]([CH3:25])([CH3:24])[CH3:26])=[CH:12][C:13]([C:14]([NH:2][N:3]2[CH:7]=[CH:6][N:5]=[C:4]2[CH3:8])=[O:15])=[CH:17][C:18]=1[C:19]([CH3:22])([CH3:21])[CH3:20] |f:0.1|. Procedure details: 1.0 g of 1-amino-2-methylimidazole hydrochloride and 2.0 g of 4-hydroxy-3,5-di-tert.-butylbenzoyl chloride are mixed and heated on an oil-bath for 40 minutes to 200°-210° (bath temperature), whereby the flask content melts with the evolution of HCl and then again becomes solid. The cooled flask content is dissolved in 30 ml of water, whereupon the solution is filtered and the filtrate is adjusted to pH 9 with 10% sodium carbonate solution. The separated precipitate is removed by filtration and d... Starting materials: solution, C(C(=O)Cl)(=O)Cl (oxalyl chloride), C1(CCCC1)CC(C(=O)O)C1=CC(=C(C=C1)Cl)Cl (3-cyclopentyl-2-(3,4-dichlorophenyl)-propionic acid), C[Si](N[Si](C)(C)C)(C)C (1,1,1,3,3,3-hexamethyldisilazane), CO (methanol). Reagents/catalysts: CN(C=O)C (N,N-dimethylformamide). The solvent is C(Cl)Cl (methylene chloride), C(Cl)Cl (methylene chloride). Run at temperature 25 celsius, time 16 hour. The product is hexanes ethyl acetate, C1(CCCC1)CC(C(=O)N)C1=CC(=C(C=C1)Cl)Cl (3-cyclopentyl-2-(3,4-dichloro-phenyl)-propionamide). Isolated yield 63.0%. Reaction SMILES: [CH:1]1([CH2:6][CH:7]([C:11]2[CH:16]=[CH:15][C:14]([Cl:17])=[C:13]([Cl:18])[CH:12]=2)[C:8](O)=[O:9])[CH2:5][CH2:4][CH2:3][CH2:2]1.C(Cl)(=O)C(Cl)=O.C[Si](C)(C)[NH:27][Si](C)(C)C.CO>C(Cl)Cl.CN(C)C=O>[CH:1]1([CH2:6][CH:7]([C:11]2[CH:16]=[CH:15][C:14]([Cl:17])=[C:13]([Cl:18])[CH:12]=2)[C:8]([NH2:27])=[O:9])[CH2:5][CH2:4][CH2:3][CH2:2]1. Procedure: A solution of 3-cyclopentyl-2-(3,4-dichlorophenyl)-propionic acid (366 mg, 1.27 mmol) in methylene chloride (10 mL) and 1 drop of N,N-dimethylformamide was cooled to 0° C. and then treated with a 2.0M solution of oxalyl chloride in methylene chloride (0.76 mL, 1.53 mmol). The reaction was stirred for 30 min at 0° C., at which time, 1,1,1,3,3,3-hexamethyldisilazane (0.81 mL, 3.81 mmol) was added to the reaction mixture. The reaction was allowed to slowly warm to 25° C. and then stirred at 25° C. ... Reactants: O=C([O-])[O-], CCC(C)=O, ClCc1ccc(Cl)cc1Cl, Oc1cccc(Oc2ncc(Cl)cn2)c1, [I-], [K+], [K+], [Na+]. Yields the product Clc1cnc(Oc2cccc(OCc3ccc(Cl)cc3Cl)c2)nc1. RXN SMILES: [C:26](=[O:27])([O-:28])[O-:29].[CH2:34]([C:35]([CH3:36])=[O:37])[CH3:38].[Cl:16][c:17]1[c:18]([CH2:19][Cl:20])[cH:21][cH:22][c:23]([Cl:25])[cH:24]1.[Cl:1][c:2]1[cH:3][n:4][c:5]([O:8][c:9]2[cH:10][c:11]([OH:15])[cH:12][cH:13][cH:14]2)[n:6][cH:7]1.[I-:33].[K+:30].[K+:31].[Na+:32]>>[Cl:1][c:2]1[cH:3][n:4][c:5]([O:8][c:9]2[cH:10][c:11]([O:15][CH2:19][c:18]3[c:17]([Cl:16])[cH:24][c:23]([Cl:25])[cH:22][cH:21]3)[cH:12][cH:13][cH:14]2)[n:6][cH:7]1. Reactants: Cl (hydrogen chloride), stannous chloride dihydrate, BrC1=CC(=C(C(=C1O)[N+](=O)[O-])[N+](=O)[O-])F (6-Bromo-4-fluoro-2,3-dinitrophenol). The solvent is O (water), CO (methanol), O (water). Conditions: time 15 minute. Product: NC1=C(C(=CC(=C1[N+](=O)[O-])F)Br)O (2-Amino-6-bromo-4-fluoro-3-nitrophenol). Reaction SMILES: [Br:1][C:2]1[C:7]([OH:8])=[C:6]([N+:9]([O-])=O)[C:5]([N+:12]([O-:14])=[O:13])=[C:4]([F:15])[CH:3]=1.Cl>CO.O>[NH2:9][C:6]1[C:5]([N+:12]([O-:14])=[O:13])=[C:4]([F:15])[CH:3]=[C:2]([Br:1])[C:7]=1[OH:8]. Procedure details: 6-Bromo-4-fluoro-2,3-dinitrophenol (4.4 g, 16 mmol) was stirred in methanol (88 mL) and 12.0 M hydrogen chloride in water (40 mL), followed by addition of stannous chloride dihydrate (11 g, 47 mmol) and the mixture was stirred at room temperature for 15 min. The mixture was diluted with water and extracted with ethyl acetate. The organic layer was separated and concentrated. Purification on silica gel eluting ethyl acetate in hexanes gave the amine product. The reactants are CO, O=C(O)C1=Cc2ccccc2OC1. Yields the product O=C(O)C1COc2ccccc2C1. RXN SMILES: [CH3:14][OH:15].[O:1]1[CH2:2][C:3]([C:11](=[O:12])[OH:13])=[CH:4][c:5]2[c:6]1[cH:7][cH:8][cH:9][cH:10]2>>[O:1]1[CH2:2][CH:3]([C:11](=[O:12])[OH:13])[CH2:4][c:5]2[c:6]1[cH:7][cH:8][cH:9][cH:10]2.